Task: describe an organic reaction: reactants, conditions, products, and yield. Dataset: the Open Reaction Database (ORD), a public repository of structured organic reaction records As a reaction SMILES: [C:33](=[O:34])([O-:35])[O-:36].[CH2:1]([c:2]1[cH:3][cH:4][cH:5][cH:6][cH:7]1)[O:8][c:9]1[c:10]([CH2:16][CH2:17][NH2:18])[cH:11][c:12]([Br:15])[cH:13][cH:14]1.[CH3:39][CH2:40][O:41][CH2:42][CH3:43].[CH3:44][N:45]1[CH2:46][CH2:47][CH2:48][C:49]1=[O:50].[Cl:19][c:20]1[n:21][cH:22][c:23]([C:26](=[O:27])[O:28][C:29]([CH3:30])([CH3:31])[CH3:32])[cH:24][cH:25]1.[K+:37].[K+:38].[OH2:51]>>[CH2:1]([c:2]1[cH:3][cH:4][cH:5][cH:6][cH:7]1)[O:8][c:9]1[c:10]([CH2:16][CH2:17][NH:18][c:20]2[n:21][cH:22][c:23]([C:26](=[O:27])[O:28][C:29]([CH3:30])([CH3:31])[CH3:32])[cH:24][cH:25]2)[cH:11][c:12]([Br:15])[cH:13][cH:14]1. Yields the product CC(C)(C)OC(=O)c1ccc(NCCc2cc(Br)ccc2OCc2ccccc2)nc1. The reactants are O=C([O-])[O-], NCCc1cc(Br)ccc1OCc1ccccc1, CCOCC, CN1CCCC1=O, CC(C)(C)OC(=O)c1ccc(Cl)nc1, [K+], [K+], O. Starting materials: NC(=NC(C1=C(C=C(C(=C1)S(=O)(=O)C)OCC1=CC=CC=C1)CC)=O)N (N-diaminomethylene-2-ethyl-4-benzyloxy-5-methylsulfonylbenzamide), [H][H] (hydrogen). Reagents/catalysts: [Pd].[C] (Pd carbon). The solvent is C1(=CC=CC=C1)C (toluene). Product: NC(=NC(C1=C(C=C(C(=C1)S(=O)(=O)C)O)CC)=O)N (N-diaminomethylene-2-ethyl-4-hyrdoxy-5-methylsulfonylbenzamide). Reaction SMILES: [NH2:1][C:2]([NH2:26])=[N:3][C:4](=[O:25])[C:5]1[CH:10]=[C:9]([S:11]([CH3:14])(=[O:13])=[O:12])[C:8]([O:15]CC2C=CC=CC=2)=[CH:7][C:6]=1[CH2:23][CH3:24].[H][H]>C1(C)C=CC=CC=1.[Pd].[C]>[NH2:26][C:2]([NH2:1])=[N:3][C:4](=[O:25])[C:5]1[CH:10]=[C:9]([S:11]([CH3:14])(=[O:13])=[O:12])[C:8]([OH:15])=[CH:7][C:6]=1[CH2:23][CH3:24] |f:3.4|. Procedure details: 1.1 g of N-diaminomethylene-2-ethyl-4-benzyloxy-5-methylsulfonylbenzamide (obtainable according to Ex. 6) are dissolved in 30 ml of toluene and treated at room temperature for one hour with hydrogen gas (p=1 atm) under the catalytic action of 150 mg of Pd-carbon (Pd content 1%). The reaction mixture is then filtered, and customary working up gives N-diaminomethylene-2-ethyl-4-hyrdoxy-5-methylsulfonylbenzamide. Reactants: O1C(=CC=C1)C=1OC(=C(N1)COC1=CC=C(CN2N=C(C(=C2)CCC(=O)OCC)OS(=O)(=O)C(F)(F)F)C=C1)C (ethyl 3-[1-[4-[2-(2-furyl)-5-methyl-4-oxazolylmethoxy)benzyl]-3-trifluoromethanesulfonyloxy-1H-pyrazol-4-yl]propionate), FC1=CC=C(C=C1)B(O)O (4-fluorophenylboronic acid), C([O-])([O-])=O.[Na+].[Na+] (sodium carbonate), C(C)O (ethanol). Reagents/catalysts: C=1C=CC(=CC1)[P](C=2C=CC=CC2)(C=3C=CC=CC3)[Pd]([P](C=4C=CC=CC4)(C=5C=CC=CC5)C=6C=CC=CC6)([P](C=7C=CC=CC7)(C=8C=CC=CC8)C=9C=CC=CC9)[P](C=1C=CC=CC1)(C=1C=CC=CC1)C=1C=CC=CC1 (Tetrakis(triphenylphosphine)palladium). The solvent is C1(=CC=CC=C1)C (toluene), C(C)(=O)OCC (Ethyl acetate). The product is FC1=CC=C(C=C1)C1=NN(C=C1CCC(=O)OCC)CC1=CC=C(C=C1)OCC=1N=C(OC1C)C=1OC=CC1 (ethyl 3-[3-(4-fluorophenyl)-1-[4-[2-(2-furyl)-5-methyl-4-oxazolylmethoxy]benzyl]-1H-pyrazol-4-yl]propionate). The yield is 17.4%. Reaction SMILES: [O:1]1[CH:5]=[CH:4][CH:3]=[C:2]1[C:6]1[O:7][C:8]([CH3:40])=[C:9]([CH2:11][O:12][C:13]2[CH:39]=[CH:38][C:16]([CH2:17][N:18]3[CH:22]=[C:21]([CH2:23][CH2:24][C:25]([O:27][CH2:28][CH3:29])=[O:26])[C:20](OS(C(F)(F)F)(=O)=O)=[N:19]3)=[CH:15][CH:14]=2)[N:10]=1.[F:41][C:42]1[CH:47]=[CH:46][C:45](B(O)O)=[CH:44][CH:43]=1.C(=O)([O-])[O-].[Na+].[Na+].C(O)C>C1C=CC([P]([Pd]([P](C2C=CC=CC=2)(C2C=CC=CC=2)C2C=CC=CC=2)([P](C2C=CC=CC=2)(C2C=CC=CC=2)C2C=CC=CC=2)[P](C2C=CC=CC=2)(C2C=CC=CC=2)C2C=CC=CC=2)(C2C=CC=CC=2)C2C=CC=CC=2)=CC=1.C(OCC)(=O)C.C1(C)C=CC=CC=1>[F:41][C:42]1[CH:47]=[CH:46][C:45]([C:20]2[C:21]([CH2:23][CH2:24][C:25]([O:27][CH2:28][CH3:29])=[O:26])=[CH:22][N:18]([CH2:17][C:16]3[CH:38]=[CH:39][C:13]([O:12][CH2:11][C:9]4[N:10]=[C:6]([C:2]5[O:1][CH:5]=[CH:4][CH:3]=5)[O:7][C:8]=4[CH3:40])=[CH:14][CH:15]=3)[N:19]=2)=[CH:44][CH:43]=1 |f:2.3.4,^1:63,65,84,103|. Procedure details: Tetrakis(triphenylphosphine)palladium (878 mg) was added to a mixture of ethyl 3-[1-[4-[2-(2-furyl)-5-methyl-4-oxazolylmethoxy)benzyl]-3-trifluoromethanesulfonyloxy-1H-pyrazol-4-yl]propionate (2.22 g), 4-fluorophenylboronic acid (798 mg), 2N aqueous sodium carbonate solution (10 ml), ethanol (10 ml), and toluene (30 ml). This mixture was refluxed under an argon atmosphere for 13 hours. Ethyl acetate was added to this reaction mixture, which was washed with saturated aqueous sodium chloride solut... Starting materials: ClCCl, CN(C)C(=O)Cl, CN(C)c1ccncc1, CCOC(C)=O, CC(CO)NC(=O)OC(C)(C)C, c1ccncc1. The product is CC(COC(=O)N(C)C)NC(=O)OC(C)(C)C. Reaction SMILES: [CH2:34]([Cl:35])[Cl:36].[CH3:1][N:2]([C:3](=[O:4])[Cl:5])[CH3:6].[CH3:25][N:26]([CH3:27])[c:28]1[cH:29][cH:30][n:31][cH:32][cH:33]1.[CH3:37][CH2:38][O:39][C:40]([CH3:41])=[O:42].[OH:7][CH2:8][CH:9]([CH3:10])[NH:11][C:12]([O:13][C:14]([CH3:15])([CH3:16])[CH3:17])=[O:18].[cH:19]1[cH:20][cH:21][n:22][cH:23][cH:24]1>>[CH3:1][N:2]([C:3](=[O:4])[O:7][CH2:8][CH:9]([CH3:10])[NH:11][C:12]([O:13][C:14]([CH3:15])([CH3:16])[CH3:17])=[O:18])[CH3:6]. The reactants are CSCc1cccc2cc[nH]c12, OC(c1ccc(C(F)(F)F)cc1)C1CC1, ClCCl, O=C(O)C(F)(F)F. The product is CSCc1cccc2c(C(c3ccc(C(F)(F)F)cc3)C3CC3)c[nH]c12. RXN SMILES: [CH3:23][S:24][CH2:25][c:26]1[cH:27][cH:28][cH:29][c:30]2[cH:31][cH:32][nH:33][c:34]12.[CH:8]1([CH:11]([OH:12])[c:13]2[cH:14][cH:15][c:16]([C:19]([F:20])([F:21])[F:22])[cH:17][cH:18]2)[CH2:9][CH2:10]1.[Cl:35][CH2:36][Cl:37].[OH:1][C:2]([C:3]([F:4])([F:5])[F:6])=[O:7]>>[CH:8]1([CH:11]([c:13]2[cH:14][cH:15][c:16]([C:19]([F:20])([F:21])[F:22])[cH:17][cH:18]2)[c:31]2[c:30]3[cH:29][cH:28][cH:27][c:26]([CH2:25][S:24][CH3:23])[c:34]3[nH:33][cH:32]2)[CH2:9][CH2:10]1. Reactants: C(#CCCCCCCCCCCC)C=1C=C(C=CC1)C=C(P(O)(O)=O)P(O)(O)=O ([2-[3-(1-Tridecynyl)phenyl]ethenylidene]bisphosphonic acid), [O-]CC.[Na+] (sodium ethoxide), C(C)O (ethanol). Solvent: O1CCCC1 (tetrahydrofuran). Conditions: time 1 hour. Product: C(#CCCCCCCCCCCC)C=1C=C(C=CC1)C=C(P(O)(O)=O)P([O-])([O-])=O.[Na+].[Na+] (Disodium [2-[3-(1-tridecynyl)phenyl]ethenylidene]bisphosphonate). Yield: 38.0%. RXN SMILES: [C:1]([C:14]1[CH:15]=[C:16]([CH:20]=[C:21]([P:26](=[O:29])([OH:28])[OH:27])[P:22](=[O:25])([OH:24])[OH:23])[CH:17]=[CH:18][CH:19]=1)#[C:2][CH2:3][CH2:4][CH2:5][CH2:6][CH2:7][CH2:8][CH2:9][CH2:10][CH2:11][CH2:12][CH3:13].[O-]CC.[Na+:33].C(O)C>O1CCCC1>[C:1]([C:14]1[CH:15]=[C:16]([CH:20]=[C:21]([P:26](=[O:27])([O-:28])[O-:29])[P:22](=[O:23])([OH:24])[OH:25])[CH:17]=[CH:18][CH:19]=1)#[C:2][CH2:3][CH2:4][CH2:5][CH2:6][CH2:7][CH2:8][CH2:9][CH2:10][CH2:11][CH2:12][CH3:13].[Na+:33].[Na+:33] |f:1.2,5.6.7|. Procedure details: [2-[3-(1-Tridecynyl)phenyl]ethenylidene]bisphosphonic acid (0.103 g, 0.223 mmol) prepared according to Example 2 was dissolved in dry tetrahydrofuran (10 ml) and stirred while sodium ethoxide in ethanol (0.177M, 2.58 ml, 0.457 mmol) was added. After one hour, the solvent was removed under reduced pressure leaving a brownish yellow solid. This solid was powdered and washed successively with anhydrous ether, tetrahydrofuran, acetonitrile, and ethanol leaving a white solid, 43.3 mg, 0.089 mmol, 38%... The reactants are COC1=C(C=CC=C1)OC (1,2-dimethoxy benzene), C(C1=CC=CC=C1)(=O)Cl (benzoyl chloride), [Cl-].[Al+3].[Cl-].[Cl-] (aluminum chloride). The product is COC=1C=C(C(=O)C2=CC=CC=C2)C=CC1OC (3,4-dimethoxy benzophenone). Isolated yield 95.7%. RXN SMILES: [CH3:1][O:2][C:3]1[CH:8]=[CH:7][CH:6]=[CH:5][C:4]=1[O:9][CH3:10].[C:11](Cl)(=[O:18])[C:12]1[CH:17]=[CH:16][CH:15]=[CH:14][CH:13]=1.[Cl-].[Al+3].[Cl-].[Cl-]>>[CH3:1][O:2][C:3]1[CH:8]=[C:7]([CH:6]=[CH:5][C:4]=1[O:9][CH3:10])[C:11]([C:12]1[CH:17]=[CH:16][CH:15]=[CH:14][CH:13]=1)=[O:18] |f:2.3.4.5|. Procedure details: The process of Step 1, Example 4 was followed except that 292 grams of 1,2-dimethoxy benzene, 297 grams of benzoyl chloride, and 281 grams of aluminum chloride were used to yield 490 grams of 3,4-dimethoxy benzophenone. Reactants: C(C)(C)(C)OC(=O)N1CCN(CC1)C1=C2CCCNC2=CC=C1 (4-(1,2,3,4-tetrahydro-quinolin-5-yl)-piperazine-1-carboxylic acid tert-butyl ester), [H-].[Na+] (NaH), O (Water), IC (iodomethane). The solvent is C1CCOC1.CN(C)C=O (THF DMF), C(C)(=O)OCC (ethyl acetate). Conditions: time 1 hour. Yields the product C(C)(C)(C)OC(=O)N1CCN(CC1)C1=C2CCCN(C2=CC=C1)C (4-(1-methyl-1,2,3,4-tetrahydro-quinolin-5-yl)-piperazine-1-carboxylic acid tert-butyl ester). The yield is 66.2%. As a reaction SMILES: [C:1]([O:5][C:6]([N:8]1[CH2:13][CH2:12][N:11]([C:14]2[CH:23]=[CH:22][CH:21]=[C:20]3[C:15]=2[CH2:16][CH2:17][CH2:18][NH:19]3)[CH2:10][CH2:9]1)=[O:7])([CH3:4])([CH3:3])[CH3:2].[H-].[Na+].I[CH3:27].O>C1COCC1.CN(C=O)C.C(OCC)(=O)C>[C:1]([O:5][C:6]([N:8]1[CH2:13][CH2:12][N:11]([C:14]2[CH:23]=[CH:22][CH:21]=[C:20]3[C:15]=2[CH2:16][CH2:17][CH2:18][N:19]3[CH3:27])[CH2:10][CH2:9]1)=[O:7])([CH3:4])([CH3:2])[CH3:3] |f:1.2,5.6|. Procedure details: An intermediate compound, 1-Methyl-5-piperazin-1-yl-1,2,3,4-tetrahydro-quinoline, was produced as follows: To a stirred solution of 4-(1,2,3,4-tetrahydro-quinolin-5-yl)-piperazine-1-carboxylic acid tert-butyl ester (1.30 g, 4.10 mmol) in THF-DMF (1:1, 40 mL) was added NaH (60% dispersion in oil, 0.58 g, 24.16 mmol) at room temperature. The resulting mixture was stirred at room temperature for 1 h, cooled to 0° C. and iodomethane (1.75 g, 12.30 mmol) was added. The mixture was stirred at room tem... Starting materials: C(#N)C=1N=C(NC1C=1C=C(C(=O)OC)C=CC1C)C1(COC1)C (methyl 3-(4-cyano-2-(3-methyloxetan-3-yl)-1H-imidazol-5-yl)-4-methylbenzoate), IC1=C(N=C(N1)C1CCOCC1)C(F)(F)F (5-iodo-2-(tetrahydro-2H-pyran-4-yl)-4-(trifluoromethyl)-1H-imidazole), IC1=C(N=C(N1)C1CCOCC1)C(F)(F)F (5-iodo-2-(tetrahydro-2H-pyran-4-yl)-4-(trifluoromethyl)-1H-imidazole), IC1=C(N=C(N1)C1(COC1)C)C#N (5-iodo-2-(3-methyloxetan-3-yl)-1H-imidazole-4-carbonitrile). Product: CC1=C(C=C(C(=O)OC)C=C1)C1=C(N=C(N1)C1CCOCC1)C(F)(F)F (Methyl 4-methyl-3-(2-(tetrahydro-2H-pyran-4-yl)-4-(trifluoromethyl)-1H-imidazol-5-yl)benzoate). Reaction SMILES: C(C1N=C(C2(C)COC2)NC=1[C:8]1[CH:9]=[C:10]([CH:15]=[CH:16][C:17]=1[CH3:18])[C:11]([O:13][CH3:14])=[O:12])#N.I[C:25]1[NH:29][C:28]([CH:30]2[CH2:35][CH2:34][O:33][CH2:32][CH2:31]2)=[N:27][C:26]=1[C:36]([F:39])([F:38])[F:37].IC1NC(C2(C)COC2)=NC=1C#N>>[CH3:18][C:17]1[CH:16]=[CH:15][C:10]([C:11]([O:13][CH3:14])=[O:12])=[CH:9][C:8]=1[C:25]1[NH:29][C:28]([CH:30]2[CH2:35][CH2:34][O:33][CH2:32][CH2:31]2)=[N:27][C:26]=1[C:36]([F:39])([F:38])[F:37]. Procedure: The title compound was prepared using standard chemical manipulations and procedures similar to those used for the preparation of compound 202.4, except 5-iodo-2-(tetrahydro-2H-pyran-4-yl)-4-(trifluoromethyl)-1H-imidazole (compound 287.1) was used instead of 5-iodo-2-(3-methyloxetan-3-yl)-1H-imidazole-4-carbonitrile (compound 202.3). The product is C(CCC)C1=C(OC2=CC(=C(C=C2)C[C@@H](C(=O)O)OC)OCC)C=CC=C1 ((2S)-3-[4-(2-butyl-phenoxy)-ethoxy-phenyl]-2-methoxy-propionic acid). The reactants are C(C)OC([C@H](CC1=CC=C(C=C1)OCCBr)OC)=O ((2S)-3-[4-(2-bromo-ethoxy)-phenyl]-2-methoxy-propionic acid ethyl ester), C(CCC)C1=CC=C(C=C1)O (4-butyl-phenol), CO[C@H](C(=O)O)CC1=CC=C(C=C1)OCCCOC1=CC=CC=C1 ((2S)-2-methoxy-3-[4-(3-phenoxy-propoxy)-phenyl]-propionic acid). Procedure details: The title compound was prepared from (2S)-3-[4-(2-bromo-ethoxy)-phenyl]-2-methoxy-propionic acid ethyl ester (Example 283, Step 2) and 4-butyl-phenol via the same procedure used for the preparation of (2S)-2-methoxy-3-[4-(3-phenoxy-propoxy)-phenyl]-propionic acid (Example 285, Step 1), to produce a white solid. MS(ES) for C22H28O5 [M+Na]+: 395.3. Reaction SMILES: C([O:3][C:4](=[O:19])[C@@H:5]([O:17][CH3:18])[CH2:6][C:7]1[CH:12]=[CH:11][C:10]([O:13][CH2:14][CH2:15]Br)=[CH:9][CH:8]=1)C.[CH2:20]([C:24]1[CH:29]=[CH:28][C:27](O)=CC=1)[CH2:21][CH2:22][CH3:23].C[O:32][C@@H:33](CC1C=CC(OCCCOC2C=CC=CC=2)=CC=1)[C:34](O)=O>>[CH2:20]([C:24]1[CH:29]=[CH:28][CH:27]=[CH:15][C:14]=1[O:13][C:10]1[CH:9]=[CH:8][C:7]([CH2:6][C@H:5]([O:17][CH3:18])[C:4]([OH:3])=[O:19])=[C:12]([O:32][CH2:33][CH3:34])[CH:11]=1)[CH2:21][CH2:22][CH3:23].